Dataset: the Open Reaction Database (ORD), a public repository of structured organic reaction records. Task: describe an organic reaction: reactants, conditions, products, and yield Starting materials: ClC1=CC=C(C(=O)C2=CC(=C(C=C2)OC)OC)C=C1 (4-chloro-3',4'-dimethoxybenzophenone), C(C)(=O)N1CCOCC1 (N-acetylmorpholine), [OH-].[K+] (potassium hydroxide), O (water). Solvent: C1(=CC=CC=C1)C (toluene). Reaction conditions: time 30 minute. The product is ClC1=CC=C(C=C1)C(=CC(=O)N1CCOCC1)C1=CC(=C(C=C1)OC)OC (3-(4-chlorophenyl)-3-(3,4-dimethoxyphenyl)acrylic acid morpholide). The yield is 8.3%. RXN SMILES: [Cl:1][C:2]1[CH:19]=[CH:18][C:5]([C:6]([C:8]2[CH:13]=[CH:12][C:11]([O:14][CH3:15])=[C:10]([O:16][CH3:17])[CH:9]=2)=O)=[CH:4][CH:3]=1.[C:20]([N:23]1[CH2:28][CH2:27][O:26][CH2:25][CH2:24]1)(=[O:22])[CH3:21].[OH-].[K+].O>C1(C)C=CC=CC=1>[Cl:1][C:2]1[CH:19]=[CH:18][C:5]([C:6]([C:8]2[CH:13]=[CH:12][C:11]([O:14][CH3:15])=[C:10]([O:16][CH3:17])[CH:9]=2)=[CH:21][C:20]([N:23]2[CH2:28][CH2:27][O:26][CH2:25][CH2:24]2)=[O:22])=[CH:4][CH:3]=1 |f:2.3|. Reported procedure: 6.92 g (25 mmol) 4-chloro-3',4'-dimethoxybenzophenone, 12.9 g (100 mmol) N-acetylmorpholine and 11.2 g (170 mmol) powdered potassium hydroxide (85%) were mixed well and allowed to stand at room temperature for 30 minutes, with occasional stirring. The viscous mass so obtained was then added to a vigorously stirred mixture of 100 ml water and 50 ml toluene. The toluene phase was dried and separated over a column containing 50 g silica gel using 150 ml each of 95:5, 90:10 and 80:20 toluene-acetone... The reactants are C1=C(N=C2C1=C1C=CN=C1C=C2)C(=O)OC (methyl pyrrolo[3,2-e]indole-2-carboxylate), N1CCCCC1 (piperidine), C(=O)(C(F)(F)F)O (TFA), C1CNC=2C1=C1C=C(NC1=CC2)C(=O)OC (methyl 1,2-dihydro-3H-pyrrolo[3,2-e]indole-7-carboxylate). The solvent is CN(C)C=O (DMF), CN(C)C=O (DMF), CN(C)C=O (DMF), CCN(C(C)C)C(C)C (DIEA). Conditions: temperature 25 celsius, time 10 minute. Yields the product C(C)(C)(C)OC(=O)N1CCC2=C3C=C(NC3=CC=C21)C(=O)OC (methyl 3-(tert-Butyloxycarbonyl)-1,2-dihydro-3H-pyrrolo[3,2-e]indole-7-carboxylate). RXN SMILES: [CH:1]1[C:5]2=[C:6]3[C:10]([CH:11]=[CH:12][C:4]2=[N:3][C:2]=1[C:13]([O:15][CH3:16])=[O:14])=[N:9][CH:8]=[CH:7]3.N1[CH2:22][CH2:21][CH2:20]CC1.C1C2=C3C(=CC=C2NC1)NC([C:35]([O:37]C)=[O:36])=C3.[C:39](O)(C(F)(F)F)=O>CN(C=O)C.CCN(C(C)C)C(C)C>[C:21]([O:37][C:35]([N:9]1[C:10]2[C:6](=[C:5]3[C:4](=[CH:12][CH:11]=2)[NH:3][C:2]([C:13]([O:15][CH3:16])=[O:14])=[CH:1]3)[CH2:7][CH2:8]1)=[O:36])([CH3:20])([CH3:22])[CH3:39]. Reported procedure: A solution of 3 (15 mg, 0.014 mmol) in DMF (2 mL) was treated with 5% piperidine in DMF (2 mL) and the reaction mixture was stirred for 10 min at 25° C. The crude product was precipitated with diethyl ether and used for the next step without further purification. The crude product was dissolved in DMF (3 mL) followed by the addition of 4 (25 mg, 0.025 mmol) in DMF (2 mL) and DIEA (20 uL). The reaction mixture was stirred for 2 hrs at room temperature. TFA was added to the reaction mixture and th...